The task is: describe an organic reaction: reactants, conditions, products, and yield. This data is from the Open Reaction Database (ORD), a public repository of structured organic reaction records. The reactants are ClC(Cl)Cl, O=c1[nH]c(-c2ccc(OCc3sc(-c4ccc(C(F)(F)F)cc4)nc3CO)cc2F)no1. Yields the product O=Cc1nc(-c2ccc(C(F)(F)F)cc2)sc1COc1ccc(-c2noc(=O)[nH]2)c(F)c1. RXN SMILES: [CH:33]([Cl:34])([Cl:35])[Cl:36].[F:1][c:2]1[c:3](-[c:27]2[n:28][o:29][c:30](=[O:32])[nH:31]2)[cH:4][cH:5][c:6]([O:8][CH2:9][c:10]2[c:11]([CH2:25][OH:26])[n:12][c:13](-[c:15]3[cH:16][cH:17][c:18]([C:21]([F:22])([F:23])[F:24])[cH:19][cH:20]3)[s:14]2)[cH:7]1>>[F:1][c:2]1[c:3](-[c:27]2[n:28][o:29][c:30](=[O:32])[nH:31]2)[cH:4][cH:5][c:6]([O:8][CH2:9][c:10]2[c:11]([CH:25]=[O:26])[n:12][c:13](-[c:15]3[cH:16][cH:17][c:18]([C:21]([F:22])([F:23])[F:24])[cH:19][cH:20]3)[s:14]2)[cH:7]1. Reaction SMILES: C(O[C:6]([NH:8][CH2:9][C@H:10]1[CH2:14][CH2:13][N:12]([CH2:15][CH2:16][CH2:17][CH2:18][NH:19][C:20]([C:22]2[N:23]([CH3:31])[C:24]3[C:29]([CH:30]=2)=[CH:28][CH:27]=[CH:26][CH:25]=3)=[O:21])[CH2:11]1)=[O:7])(C)(C)C.[NH2:32][C:33]1[C:41]([Cl:42])=[CH:40][C:36](C(O)=O)=[C:35]([O:43][CH3:44])[CH:34]=1>>[NH2:32][C:33]1[C:41]([Cl:42])=[CH:40][C:36]([C:6]([NH:8][CH2:9][C@H:10]2[CH2:14][CH2:13][N:12]([CH2:15][CH2:16][CH2:17][CH2:18][NH:19][C:20]([C:22]3[N:23]([CH3:31])[C:24]4[C:29]([CH:30]=3)=[CH:28][CH:27]=[CH:26][CH:25]=4)=[O:21])[CH2:11]2)=[O:7])=[C:35]([O:43][CH3:44])[CH:34]=1. Reactants: C(C)(C)(C)OC(=O)NC[C@@H]1CN(CC1)CCCCNC(=O)C=1N(C2=CC=CC=C2C1)C (N-(4-((3R)-3-tert-Butoxycarbonylaminomethylpyrrolidin-1-yl)-butyl)-1-methyl-1 H-indole-2-carboxamide), NC1=CC(=C(C(=O)O)C=C1Cl)OC (4-amino-5-chloro-2-methoxybenzoic acid). The product is NC1=CC(=C(C(=O)NC[C@@H]2CN(CC2)CCCCNC(=O)C=2N(C3=CC=CC=C3C2)C)C=C1Cl)OC (N-(4-((3R)-3-(4-amino-5-chloro-2-methoxybenzoylaminomethyl)pyrrolidin-1-yl)butyl)-1-methyl-1 H-indole-2-carboxamide). Procedure: N-(4-((3R)-3-tert-Butoxycarbonylaminomethylpyrrolidin-1-yl)-butyl)-1-methyl-1 H-indole-2-carboxamide (0.95 g) as starting compound was reacted and treated in the same manner as in Example 67 using 4-amino-5-chloro-2-methoxybenzoic acid (0.45 g) to give N-(4-((3R)-3-(4-amino-5-chloro-2-methoxybenzoylaminomethyl)pyrrolidin-1-yl)butyl)-1-methyl-1 H-indole-2-carboxamide. The reactants are CC=1C(=NON1)CN (1-(4-methyl-1,2,5-oxadiazol-3-yl)methylamine), crude product, C(C1=CC=CC=C1)(=O)N=C=S (benzoyl isothiocyanate), N (ammonia). Run in CO (methanol). The product is CC=1C(=NON1)CNC(=S)N (1-[(4-Methyl-1,2,5-oxadiazol-3-yl)methyl]thiourea). Isolated yield 78.0%. RXN SMILES: [CH3:1][C:2]1[C:3]([CH2:7][NH2:8])=[N:4][O:5][N:6]=1.C([N:17]=[C:18]=[S:19])(=O)C1C=CC=CC=1.N>CO>[CH3:1][C:2]1[C:3]([CH2:7][NH:8][C:18]([NH2:17])=[S:19])=[N:4][O:5][N:6]=1. Procedure details: The title compound was prepared in accordance with the general method described in Example 12(a) by using 1-(4-methyl-1,2,5-oxadiazol-3-yl)methylamine (0.46 g, 4.1 mmol), benzoyl isothiocyanate (0.60 mL, 4.5 mmol) and ammonia in methanol (7 N, 25 mL) with the exception that the crude product isolated by filtration (0.55 g, 78% yield) was used in the next step without further purification. Starting materials: CSCC1=C(C=CC=C1)S(=O)(=O)Cl (o-methylthiomethylbenzenesulfonyl chloride), N (ammonia). Run in C(Cl)Cl (methylene chloride). Run at time 2 hour. The product is CSCC1=C(C=CC=C1)S(=O)(=O)N (o-Methylthiomethylbenzenesulfonamide). As a reaction SMILES: [CH3:1][S:2][CH2:3][C:4]1[CH:9]=[CH:8][CH:7]=[CH:6][C:5]=1[S:10](Cl)(=[O:12])=[O:11].[NH3:14]>C(Cl)Cl>[CH3:1][S:2][CH2:3][C:4]1[CH:9]=[CH:8][CH:7]=[CH:6][C:5]=1[S:10]([NH2:14])(=[O:12])=[O:11]. Procedure details: To a solution of 26 g (50% pure, 55 mmol) of o-methylthiomethylbenzenesulfonyl chloride in 250 ml of methylene chloride was added 4.5 ml of anhydrous ammonia at 0°-5° over 1 hour. Stirring was continued at 0°-5° C. for 2 hours. The solid precipitate was filtered off and the filtrate was evaporated to dryness to afford 24.8 g of orange residue. The crude product was triturated in ether, resulting in light pink crystals: m.p. 119°-124° C.